Dataset: the Open Reaction Database (ORD), a public repository of structured organic reaction records. Task: describe an organic reaction: reactants, conditions, products, and yield Reactants: C1(=CC=CC=C1)C1CC(C1)=O (3-phenylcyclobutanone), FC1=CC=C(C=C1)C1CC(C1)=O (3-(4-fluorophenyl)cyclobutanone). Yields the product FC1=CC=C(C=C1)[C@@H]1C[C@H](C1)C=O (trans-3-(4-Fluorophenyl)cyclobutanecarbaldehyde). As a reaction SMILES: C1(C2C[C:9](=[O:11])C2)C=CC=CC=1.[F:12][C:13]1[CH:18]=[CH:17][C:16]([CH:19]2[CH2:22][C:21](=O)[CH2:20]2)=[CH:15][CH:14]=1>>[F:12][C:13]1[CH:18]=[CH:17][C:16]([C@H:19]2[CH2:22][C@H:21]([CH:9]=[O:11])[CH2:20]2)=[CH:15][CH:14]=1. Procedure: Instead of 3-phenylcyclobutanone, 3-(4-fluorophenyl)cyclobutanone (4.63 g) was used and treated by the same technique as in Reference Example 24-1 to give the titled compound as a colorless oil (720 mg). The reactants are C(C)(C)(C)OC(=O)N1C(CCCC1)CC(=O)O (2-carboxymethyl-piperidine-1-carboxylic acid tert butyl ester), FC1=CC=C(C=C1)C1=NN=NN1 (5-(4-fluorophenyl)tetrazole), C1(CCCCC1)N=C=NC1CCCCC1 (dicyclohexylcarbodiimide). Yields the product C(C)(C)(C)OC(=O)N1C(CCCC1)CC=1OC(=NN1)C1=CC=C(C=C1)F ((RS)-2-[5-(4-Fluoro-phenyl)-[1,3,4]oxadiazol-2-ylmethyl]-piperidine-1-carboxylic acid tert butyl ester). Yield: 74.2%. Reaction SMILES: [C:1]([O:5][C:6]([N:8]1[CH2:13][CH2:12][CH2:11][CH2:10][CH:9]1[CH2:14][C:15]([OH:17])=O)=[O:7])([CH3:4])([CH3:3])[CH3:2].[F:18][C:19]1[CH:24]=[CH:23][C:22]([C:25]2NN=[N:27][N:26]=2)=[CH:21][CH:20]=1.C1(N=C=NC2CCCCC2)CCCCC1>>[C:1]([O:5][C:6]([N:8]1[CH2:13][CH2:12][CH2:11][CH2:10][CH:9]1[CH2:14][C:15]1[O:17][C:25]([C:22]2[CH:23]=[CH:24][C:19]([F:18])=[CH:20][CH:21]=2)=[N:26][N:27]=1)=[O:7])([CH3:2])([CH3:3])[CH3:4]. Procedure: The title compound (1.34 g) was prepared from 2-carboxymethyl-piperidine-1-carboxylic acid tert butyl ester (1.22 g), 5-(4-fluorophenyl)tetrazole (0.82 g) and dicyclohexylcarbodiimide (1.05 g) according to the method of description 1. The reactants are CCOC(C)=O, Cc1c(NS(C)(=O)=O)cccc1[N+](=O)[O-], [H][H]. Product: Cc1c(N)cccc1NS(C)(=O)=O. RXN SMILES: [CH3:18][CH2:19][O:20][C:21](=[O:22])[CH3:23].[CH3:1][c:2]1[c:3]([NH:11][S:12](=[O:13])(=[O:14])[CH3:15])[cH:4][cH:5][cH:6][c:7]1[N+:8]([O-:9])=[O:10].[H:16][H:17]>>[CH3:1][c:2]1[c:3]([NH:11][S:12](=[O:13])(=[O:14])[CH3:15])[cH:4][cH:5][cH:6][c:7]1[NH2:8]. Starting materials: C(C)(=O)C1=NC=CN=C1 (acetylpyrazine), Br (hydrogen bromide), C(C)OCC (Diethyl ether), pyridinium bromide perbromide. The solvent is C(C)(=O)O (acetic acid). Conditions: time 1.5 hour. Product: Br.BrCC(=O)C1=NC=CN=C1 (2-Bromo-1-pyrazin-2-yl-ethanone hydrobromide). RXN SMILES: [C:1]([C:4]1[CH:9]=[N:8][CH:7]=[CH:6][N:5]=1)(=[O:3])[CH3:2].[BrH:10].C1C=C[NH+]=CC=1.[Br:17][Br-]Br.C(OCC)C>C(O)(=O)C>[BrH:17].[Br:10][CH2:2][C:1]([C:4]1[CH:9]=[N:8][CH:7]=[CH:6][N:5]=1)=[O:3] |f:2.3,6.7|. Procedure: To a stirred solution of acetylpyrazine (10 g, 81.88 mmol) in acetic acid (70 mL) is added hydrogen bromide (38% acetic acid solution, 16 mL) followed by pyridinium bromide perbromide (28 g, 83.17 mmol) which is added in a single portion. The reaction is stirred at room temperature for approximately 1.5 hours. A suspension is formed during this time. Diethyl ether is added (500 mL) and the resulting precipitate is collected by filtration. The isolated product is washed with acetonitrile and diet... Reactants: C=Cc1cc(Cl)c(Cc2ccc(CC)cc2)cc1C1(O)OC(COCc2ccccc2)C(OCc2ccccc2)C(OCc2ccccc2)C1OCc1ccccc1, C1CCOC1, CO, O=C(O)C(F)(F)F, [Li+], [OH-], O, O. Product: CCc1ccc(Cc2cc3c(cc2Cl)C(O)CC32OC(COCc3ccccc3)C(OCc3ccccc3)C(OCc3ccccc3)C2OCc2ccccc2)cc1. As a reaction SMILES: [CH2:1]([c:2]1[cH:3][cH:4][cH:5][cH:6][cH:7]1)[O:8][CH:9]1[C:10]([OH:40])([c:41]2[c:42]([CH:57]=[CH2:58])[cH:43][c:44]([Cl:56])[c:45]([CH2:47][c:48]3[cH:49][cH:50][c:51]([CH2:54][CH3:55])[cH:52][cH:53]3)[cH:46]2)[O:11][CH:12]([CH2:31][O:32][CH2:33][c:34]2[cH:35][cH:36][cH:37][cH:38][cH:39]2)[CH:13]([O:23][CH2:24][c:25]2[cH:26][cH:27][cH:28][cH:29][cH:30]2)[CH:14]1[O:15][CH2:16][c:17]1[cH:18][cH:19][cH:20][cH:21][cH:22]1.[CH2:69]1[O:70][CH2:71][CH2:72][CH2:73]1.[CH3:74][OH:75].[F:59][C:60]([F:61])([F:63])[C:64](=[O:62])[OH:65].[Li+:67].[OH-:66].[OH2:68].[OH2:76]>>[CH2:1]([c:2]1[cH:3][cH:4][cH:5][cH:6][cH:7]1)[O:8][CH:9]1[C:10]2([O:11][CH:12]([CH2:31][O:32][CH2:33][c:34]3[cH:35][cH:36][cH:37][cH:38][cH:39]3)[CH:13]([O:23][CH2:24][c:25]3[cH:26][cH:27][cH:28][cH:29][cH:30]3)[CH:14]1[O:15][CH2:16][c:17]1[cH:18][cH:19][cH:20][cH:21][cH:22]1)[c:41]1[c:42]([cH:43][c:44]([Cl:56])[c:45]([CH2:47][c:48]3[cH:49][cH:50][c:51]([CH2:54][CH3:55])[cH:52][cH:53]3)[cH:46]1)[CH:57]([OH:62])[CH2:58]2. Reaction conditions: time 1 hour. Solvent: CN(C=O)C (N,N-dimethylformamide). Isolated yield 102.0%. As a reaction SMILES: [H-].[Na+].[C:3]([O:7][C:8]([N:10]1[CH2:14][C@H:13]([OH:15])[CH2:12][C@@H:11]1[C@H:16]1[O:20][C:19]([CH3:22])([CH3:21])[N:18]([C:23](=[O:25])[CH3:24])[C@H:17]1[CH2:26][C:27]1[CH:32]=[C:31]([F:33])[CH:30]=[C:29]([F:34])[CH:28]=1)=[O:9])([CH3:6])([CH3:5])[CH3:4].Br[CH2:36][C:37]1[CH:42]=[CH:41][CH:40]=[C:39]([O:43][C:44]([F:47])([F:46])[F:45])[CH:38]=1>CN(C)C=O>[C:3]([O:7][C:8]([N:10]1[CH2:14][C@H:13]([O:15][CH2:36][C:37]2[CH:42]=[CH:41][CH:40]=[C:39]([O:43][C:44]([F:45])([F:46])[F:47])[CH:38]=2)[CH2:12][C@@H:11]1[C@H:16]1[O:20][C:19]([CH3:21])([CH3:22])[N:18]([C:23](=[O:25])[CH3:24])[C@H:17]1[CH2:26][C:27]1[CH:28]=[C:29]([F:34])[CH:30]=[C:31]([F:33])[CH:32]=1)=[O:9])([CH3:4])([CH3:5])[CH3:6] |f:0.1|. Starting materials: [H-].[Na+] (sodium hydride), C(C)(C)(C)OC(=O)N1[C@H](C[C@H](C1)O)[C@@H]1[C@@H](N(C(O1)(C)C)C(C)=O)CC1=CC(=CC(=C1)F)F ((2R,4R)-2-[(4S,5S)-3-acetyl-4-(3,5-difluorobenzyl)-2,2-dimethyloxazolidin-5-yl]-4-hydroxypyrrolidine-1-carboxylic acid tert-butyl ester), BrCC1=CC(=CC=C1)OC(F)(F)F (1-bromomethyl-3-trifluoromethoxy-benzene). Product: C(C)(C)(C)OC(=O)N1[C@H](C[C@H](C1)OCC1=CC(=CC=C1)OC(F)(F)F)[C@@H]1[C@@H](N(C(O1)(C)C)C(C)=O)CC1=CC(=CC(=C1)F)F ((2R,4R)-2-[(4S,5S)-3-Acetyl-4-(3,5-difluoro-benzyl)-2,2-dimethyl-oxazolidin-5-yl]-4-(3-trifluoromethoxy-benzyloxy)-pyrrolidine-1-carboxylic acid tert-butyl ester). Procedure: Add 95% sodium hydride (0.008 g, 0.33 mmol) over 5 minutes to a solution of (2R,4R)-2-[(4S,5S)-3-acetyl-4-(3,5-difluorobenzyl)-2,2-dimethyloxazolidin-5-yl]-4-hydroxypyrrolidine-1-carboxylic acid tert-butyl ester (0.101 g, 0.22 mmol) and 1-bromomethyl-3-trifluoromethoxy-benzene (0.054 mL, 0.333 mmol) in N,N-dimethylformamide (1 mL). Stir 1 hour and partition with ethyl acetate and water, wash with saturated aqueous sodium chloride, dry with magnesium sulfate and purify on silica gel with ethyl ac... The reactants are CCCCO, CN1CCN(CCN)CC1, CO, CC(C)c1cc(Nc2cc(Cl)nc(NCc3cc(-c4ccccc4)no3)n2)n[nH]1. Yields the product CC(C)c1cc(Nc2cc(NCCN3CCN(C)CC3)nc(NCc3cc(-c4ccccc4)no3)n2)n[nH]1. As a reaction SMILES: [CH2:40]([OH:41])[CH2:42][CH2:43][CH3:44].[CH3:30][N:31]1[CH2:32][CH2:33][N:34]([CH2:37][CH2:38][NH2:39])[CH2:35][CH2:36]1.[CH3:45][OH:46].[Cl:1][c:2]1[cH:3][c:4]([NH:21][c:22]2[n:23][nH:24][c:25]([CH:27]([CH3:28])[CH3:29])[cH:26]2)[n:5][c:6]([NH:8][CH2:9][c:10]2[cH:11][c:12](-[c:15]3[cH:16][cH:17][cH:18][cH:19][cH:20]3)[n:13][o:14]2)[n:7]1>>[c:2]1([NH:39][CH2:38][CH2:37][N:34]2[CH2:33][CH2:32][N:31]([CH3:30])[CH2:36][CH2:35]2)[cH:3][c:4]([NH:21][c:22]2[n:23][nH:24][c:25]([CH:27]([CH3:28])[CH3:29])[cH:26]2)[n:5][c:6]([NH:8][CH2:9][c:10]2[cH:11][c:12](-[c:15]3[cH:16][cH:17][cH:18][cH:19][cH:20]3)[n:13][o:14]2)[n:7]1.